From a dataset of the Open Reaction Database (ORD), a public repository of structured organic reaction records. describe an organic reaction: reactants, conditions, products, and yield Reactants: CN1CCC(=O)CC1, CO, [K+], O=[N+]([O-])c1ccc2cc[nH]c2c1, [OH-]. The product is CN1CCC(c2c[nH]c3cc([N+](=O)[O-])ccc23)CC1. RXN SMILES: [CH3:15][N:16]1[CH2:17][CH2:18][C:19](=[O:22])[CH2:20][CH2:21]1.[CH3:23][OH:24].[K+:2].[N+:3](=[O:4])([O-:5])[c:6]1[cH:7][cH:8][c:9]2[cH:10][cH:11][nH:12][c:13]2[cH:14]1.[OH-:1]>>[N+:3](=[O:4])([O-:5])[c:6]1[cH:7][cH:8][c:9]2[c:10]([CH:19]3[CH2:18][CH2:17][N:16]([CH3:15])[CH2:21][CH2:20]3)[cH:11][nH:12][c:13]2[cH:14]1. The reactants are COC1=CC=C(CN(C2=NC(=NC(=N2)C)C=2C(=NC=C(C=O)C2)NC=2C=NC(=CC2)OC)CC2=CC=C(C=C2)OC)C=C1 (5-(4-(bis(4-methoxybenzyl)amino)-6-methyl-1,3,5-triazin-2-yl)-6-(6-methoxypyridin-3-ylamino)nicotinaldehyde), C(O)CN (ethanolamine). The product is NC1=NC(=NC(=N1)C)C=1C=C(C=NC1NC=1C=NC(=CC1)OC)CNCCO (2-((5-(4-Amino-6-Methyl-1,3,5-Triazin-2-yl)-6-(6-Methoxypyridin-3-Ylamino)Pyridin-3-yl)Methylamino)Ethanol). Reaction SMILES: COC1C=CC(C[N:8](CC2C=CC(OC)=CC=2)[C:9]2[N:14]=[C:13]([CH3:15])[N:12]=[C:11]([C:16]3[C:17]([NH:24][C:25]4[CH:26]=[N:27][C:28]([O:31][CH3:32])=[CH:29][CH:30]=4)=[N:18][CH:19]=[C:20]([CH:23]=3)[CH:21]=O)[N:10]=2)=CC=1.[CH2:44]([CH2:46][NH2:47])[OH:45]>>[NH2:8][C:9]1[N:14]=[C:13]([CH3:15])[N:12]=[C:11]([C:16]2[CH:23]=[C:20]([CH2:21][NH:47][CH2:46][CH2:44][OH:45])[CH:19]=[N:18][C:17]=2[NH:24][C:25]2[CH:26]=[N:27][C:28]([O:31][CH3:32])=[CH:29][CH:30]=2)[N:10]=1. Reported procedure: The title compound was synthesized following an analogous procedure to Example 220 using 5-(4-(bis(4-methoxybenzyl)amino)-6-methyl-1,3,5-triazin-2-yl)-6-(6-methoxypyridin-3-ylamino)nicotinaldehyde (0.200 g, 0.346 mmol) and ethanolamine (Aldrich, St. Louis, Mo.) (0.031 mL, 0.519 mmol). 1H NMR (400 MHz, d6-DMSO) δ 11.79 (s, 1H); 8.89 (d, J=2.35 Hz, 1H); 8.55 (d, J=2.54 Hz, 1H); 8.34 (d, J=2.35 Hz, 1H); 8.13 (dd, J=8.90, 2.64 Hz, 1H); 7.74-7.93 (m, 1H); 6.84 (d, J=9.00 Hz, 1H); 5.08 (br. s., 1H); 4... The reactants are CC1=C(C(=CC2=C1C=C(O2)C(=O)O)C(CCCC)=O)C (4,5-dimethyl-6-valerylbenzofuran-2-carboxylic acid), C=O (paraformaldehyde), Cl.CNC (dimethylamine hydrochloride). Run in O1CCOCC1 (p-dioxane). The product is CC1=C(C(=CC2=C1C=C(O2)C(=O)O)C(C(CCC)=C)=O)C (4,5 -dimethyl-6-(2-methylenevaleryl)-benzofuran-2-carboxylic acid). As a reaction SMILES: [CH3:1][C:2]1[C:7]2[CH:8]=[C:9]([C:11]([OH:13])=[O:12])[O:10][C:6]=2[CH:5]=[C:4]([C:14](=[O:19])[CH2:15][CH2:16][CH2:17][CH3:18])[C:3]=1[CH3:20].C=O.Cl.[CH3:24]NC>O1CCOCC1>[CH3:1][C:2]1[C:7]2[CH:8]=[C:9]([C:11]([OH:13])=[O:12])[O:10][C:6]=2[CH:5]=[C:4]([C:14](=[O:19])[C:15](=[CH2:24])[CH2:16][CH2:17][CH3:18])[C:3]=1[CH3:20] |f:2.3|. Reported procedure: A mixture of 4,5-dimethyl-6-valerylbenzofuran-2-carboxylic acid (15 g.) paraformaldehyde (3.5 g.) and dimethylamine hydrochloride (7 g.) in p-dioxane (100 ml.) is refluxed for 8 hours and cooled. The 4,5-dimethyl-6-[(2-dimethylaminomethyl)valeryl]benzofuran-2-carboxylic acid hydrochloride which separates is filtered, dried, and dissolved in acetic acid (200 ml.) containing sodium acetate (20 g.). The reaction mixture is refluxed for two hours then poured into water (250 ml.) containing hydrochlo... Starting materials: CSc1nc(C(=O)O)cs1, O=S(Cl)Cl. Yields the product CSc1nc(C(=O)Cl)cs1. As a reaction SMILES: [CH3:1][S:2][c:3]1[s:4][cH:5][c:6]([C:8](=[O:9])[OH:10])[n:7]1.[S:11]([Cl:12])([Cl:13])=[O:14]>>[CH3:1][S:2][c:3]1[s:4][cH:5][c:6]([C:8](=[O:10])[Cl:13])[n:7]1. The reactants are CCOc1cc(CN2CCC(Nc3nc4cc(N)ccc4o3)CC2)ccc1OC, CC(=O)Cl, CCN(C(C)C)C(C)C, CN(C)C=O. Product: CCOc1cc(CN2CCC(Nc3nc4cc(NC(C)=O)ccc4o3)CC2)ccc1OC. As a reaction SMILES: [CH2:1]([CH3:2])[O:3][c:4]1[cH:5][c:6]([CH2:7][N:8]2[CH2:9][CH2:10][CH:11]([NH:14][c:15]3[o:16][c:17]4[c:18]([n:19]3)[cH:20][c:21]([NH2:24])[cH:22][cH:23]4)[CH2:12][CH2:13]2)[cH:25][cH:26][c:27]1[O:28][CH3:29].[CH3:30][C:31]([Cl:32])=[O:33].[CH:34]([N:35]([CH:36]([CH3:37])[CH3:38])[CH2:39][CH3:40])([CH3:41])[CH3:42].[O:43]=[CH:44][N:45]([CH3:46])[CH3:47]>>[CH2:1]([CH3:2])[O:3][c:4]1[cH:5][c:6]([CH2:7][N:8]2[CH2:9][CH2:10][CH:11]([NH:14][c:15]3[o:16][c:17]4[c:18]([n:19]3)[cH:20][c:21]([NH:24][C:31]([CH3:30])=[O:33])[cH:22][cH:23]4)[CH2:12][CH2:13]2)[cH:25][cH:26][c:27]1[O:28][CH3:29]. Reactants: C1(CCCCC1)CCC[C@H](CC(=O)OC(C)(C)C)C1=NC(=NO1)COS(=O)(=O)C1=CC=C(C=C1)C (tert-butyl(3R)-6-cyclohexyl-3-[3-({[(4-methylphenyl)sulfonyl]oxy}methyl)-1,2,4-oxadiazol-5-yl]hexanoate), COCCCN (3-methoxypropylamine). The product is C1(CCCCC1)CCC[C@H](CC(=O)OC(C)(C)C)C1=NC(=NO1)CNCCCOC (tert-butyl(3R)-6-cyclohexyl-3-(3-{[(3-methoxypropyl)amino]methyl}-1,2,4-oxadiazol-5-yl)hexanoate). Reaction SMILES: [CH:1]1([CH2:7][CH2:8][CH2:9][C@@H:10]([C:19]2[O:23][N:22]=[C:21]([CH2:24]OS(C3C=CC(C)=CC=3)(=O)=O)[N:20]=2)[CH2:11][C:12]([O:14][C:15]([CH3:18])([CH3:17])[CH3:16])=[O:13])[CH2:6][CH2:5][CH2:4][CH2:3][CH2:2]1.[CH3:36][O:37][CH2:38][CH2:39][CH2:40][NH2:41]>>[CH:1]1([CH2:7][CH2:8][CH2:9][C@@H:10]([C:19]2[O:23][N:22]=[C:21]([CH2:24][NH:41][CH2:40][CH2:39][CH2:38][O:37][CH3:36])[N:20]=2)[CH2:11][C:12]([O:14][C:15]([CH3:18])([CH3:16])[CH3:17])=[O:13])[CH2:6][CH2:5][CH2:4][CH2:3][CH2:2]1. Procedure details: Method as for preparation 5 using tert-butyl(3R)-6-cyclohexyl-3-[3-({[(4-methylphenyl)sulfonyl]oxy}methyl)-1,2,4-oxadiazol-5-yl]hexanoate (preparation 177) (488 mg, 0.96 mmol) and 3-methoxypropylamine (325 mg, 3.84 mmol) as starting materials. Reactants: FC(C1=NN(C=C1C(=O)O)C)F (3-difluoromethyl-1-methyl-1H-pyrazole-4-carboxylic acid), C(C(=O)Cl)(=O)Cl (oxalyl dichloride), CN(C=O)C (dimethylformamide), ClC1=C(C=C(C=C1)C1=C(C=CC(=C1)F)N)F (4′-chloro-5,3′-difluorobiphenyl-2-yl-amine). Solvent: O (water), ClCCl (dichloromethane), ClCCl (dichloromethane). Conditions: time 2 hour. Product: petroleum ether acetone, ClC1=C(C=C(C=C1)C1=C(C=CC(=C1)F)NC(=O)C=1C(=NN(C1)C)C(F)F)F (N-(4′-chloro-3′,5-difluorobiphenyl-2-yl)-3-(difluoromethyl)-1-methyl-1H-pyrazole-4-carboxamide). Yield: 93.3%. Reaction SMILES: C(Cl)(=O)C(Cl)=O.CN(C)C=O.[F:12][CH:13]([F:23])[C:14]1[C:18]([C:19](O)=[O:20])=[CH:17][N:16]([CH3:22])[N:15]=1.[Cl:24][C:25]1[CH:30]=[CH:29][C:28]([C:31]2[CH:36]=[C:35]([F:37])[CH:34]=[CH:33][C:32]=2[NH2:38])=[CH:27][C:26]=1[F:39]>ClCCl.O>[Cl:24][C:25]1[CH:30]=[CH:29][C:28]([C:31]2[CH:36]=[C:35]([F:37])[CH:34]=[CH:33][C:32]=2[NH:38][C:19]([C:18]2[C:14]([CH:13]([F:23])[F:12])=[N:15][N:16]([CH3:22])[CH:17]=2)=[O:20])=[CH:27][C:26]=1[F:39]. Reported procedure: 1.6 ml (18.4 mmol) of oxalyl dichloride and 0.2 ml of dimethylformamide are added to a mixture consisting of 2.96 g (16.8 mmol) of 3-difluoromethyl-1-methyl-1H-pyrazole-4-carboxylic acid in 100 ml of dichloromethane. After 2 hours at room temperature, a solution consisting of 3.83 g (16.0 mmol) of 4′-chloro-5,3′-difluorobiphenyl-2-yl-amine and 2.9 ml (20.8 mmol) in 100 ml of dichloromethane is added. The reaction mixture is stirred for 16 hours at room temperature. For work-up, the reaction mixt... Reactants: CN(CCOC=1C=C(C=CC1)NC1=NC=CC(=N1)C=1C(=NN2C1C=CC=C2)C=2C=C(C=CC2)NC(C(F)(F)F)=O)C (N-[3-(3-{2-[(3-{[2-(dimethylamino)ethyl]oxy}-phenyl)amino]-4-pyrimidinyl}pyrazolo[1,5-a]pyridin-2-yl)phenyl]-2,2,2-trifluoroacetamide), [Li+].[OH-] (LiOH). Yields the product NC=1C=C(C=CC1)C1=NN2C(C=CC=C2)=C1C1=NC(=NC=C1)NC1=CC(=CC=C1)OCCN(C)C (4-[2-(3-aminophenyl)pyrazolo[1,5-a]pyridin-3-yl]-N-(3-{[2-(dimethylamino)ethyl]oxy}phenyl)-2-pyrimidinamine). Reaction SMILES: [CH3:1][N:2]([CH3:41])[CH2:3][CH2:4][O:5][C:6]1[CH:7]=[C:8]([NH:12][C:13]2[N:18]=[C:17]([C:19]3[C:20]([C:28]4[CH:29]=[C:30]([NH:34]C(=O)C(F)(F)F)[CH:31]=[CH:32][CH:33]=4)=[N:21][N:22]4[CH:27]=[CH:26][CH:25]=[CH:24][C:23]=34)[CH:16]=[CH:15][N:14]=2)[CH:9]=[CH:10][CH:11]=1.[Li+].[OH-]>>[NH2:34][C:30]1[CH:29]=[C:28]([C:20]2[C:19]([C:17]3[CH:16]=[CH:15][N:14]=[C:13]([NH:12][C:8]4[CH:9]=[CH:10][CH:11]=[C:6]([O:5][CH2:4][CH2:3][N:2]([CH3:41])[CH3:1])[CH:7]=4)[N:18]=3)=[C:23]3[CH:24]=[CH:25][CH:26]=[CH:27][N:22]3[N:21]=2)[CH:33]=[CH:32][CH:31]=1 |f:1.2|. Procedure: The compound was prepared from N-[3-(3-{2-[(3-{[2-(dimethylamino)ethyl]oxy}-phenyl)amino]-4-pyrimidinyl}pyrazolo[1,5-a]pyridin-2-yl)phenyl]-2,2,2-trifluoroacetamide and LiOH using the hydrolysis conditions described in Example 36, Step G to generate the desired product in quantitative yield. 1H NMR (400 MHz, d6-DMSO): δ 9.51 (s, 1H), 8.80 (d, J=7.1 Hz, 1H), 8.56 (d, J=8.8 Hz, 1H), 8.24 (d, J=5.3 Hz, 1H), 7.54 (s, 1H), 7.46 (t, J=7.8 Hz, 1H), 7.30 (d, J=8.1 Hz, 1H), 7.08-7.18 (m, 3H), 6.80 (s, 1H... The reactants are COC(CN1N=CC2=CC(=CC=C12)N1C(C=C(C=C1)\C=C\C1=CC=CC=C1)=O)OC ((E)-1-(1-(2,2-dimethoxyethyl)-1H-indazol-5-yl)-4-styrylpyridin-2(1H)-one). Reagents/catalysts: [Pd] (Palladium on carbon). Solvent: CO (CH3OH). Run at time 20 minute. Product: COC(CN1N=CC2=CC(=CC=C12)N1C(C=C(C=C1)CCC1=CC=CC=C1)=O)OC (1-(1-(2,2-Dimethoxyethyl)-1H-indazol-5-yl)-4-phenethylpyridin-2(1H)-one). The yield is 84.5%. Reaction SMILES: [CH3:1][O:2][CH:3]([O:29][CH3:30])[CH2:4][N:5]1[C:13]2[C:8](=[CH:9][C:10]([N:14]3[CH:19]=[CH:18][C:17](/[CH:20]=[CH:21]/[C:22]4[CH:27]=[CH:26][CH:25]=[CH:24][CH:23]=4)=[CH:16][C:15]3=[O:28])=[CH:11][CH:12]=2)[CH:7]=[N:6]1>CO.[Pd]>[CH3:30][O:29][CH:3]([O:2][CH3:1])[CH2:4][N:5]1[C:13]2[C:8](=[CH:9][C:10]([N:14]3[CH:19]=[CH:18][C:17]([CH2:20][CH2:21][C:22]4[CH:23]=[CH:24][CH:25]=[CH:26][CH:27]=4)=[CH:16][C:15]3=[O:28])=[CH:11][CH:12]=2)[CH:7]=[N:6]1. Reported procedure: (E)-1-(1-(2,2-dimethoxyethyl)-1H-indazol-5-yl)-4-styrylpyridin-2(1H)-one (2.08 g, 5.19 mmol) was stirred in CH3OH (100 mL) for 2 h under nitrogen atmosphere. Palladium on carbon (3.1 g) was added under nitrogen atmosphere, and the mixture was stirred for 20 min. The nitrogen line was then replaced with a H2 balloon and the reaction mixture was stirred under an H2 atmosphere at room temperature for 2 h and then flushed with nitrogen (10 min). The mixture was filtered through a layer of Celite, an... Starting materials: C(=O)C=1C=C(C=CC1)C1=NC(=NO1)C1=CC(=C(OCC(CNC(CO)=O)O)C(=C1)C)C (rac-N-(3-{4-[5-(3-formyl-phenyl)-[1,2,4]oxadiazol-3-yl]-2,6-dimethyl-phenoxy}-2-hydroxy-propyl)-2-hydroxy-acetamide), C(C)C=1C=C(C(=O)O)C=CC1C=O (3-ethyl-4-formyl-benzoic acid), C(C)C1=C(OC[C@H](CNC(CO)=O)O)C(=CC(=C1)C(NO)=N)C (N—((S)-3-[2-ethyl-4-(N-hydroxycarbamimidoyl)-6-methyl-phenoxy]-2-hydroxy-propyl)-2-hydroxy-acetamide). Product: C(C)C1=C(OC[C@H](CNC(CO)=O)O)C(=CC(=C1)C1=NOC(=N1)C1=CC(=C(C=C1)C=O)CC)C (N—((S)-3-{2-ethyl-4-[5-(4-formyl-3-ethyl-phenyl)-[1,2,4]oxadiazol-3-yl]-6-methyl-phenoxy}-2-hydroxy-propyl)-2-hydroxy-acetamide). Yield: 49.8%. RXN SMILES: C(C1C=C(C2ON=C(C3C=C(C)C(OCC(O)CNC(=O)CO)=C(C)C=3)N=2)C=CC=1)=O.[CH2:32]([C:34]1[CH:35]=[C:36]([CH:40]=[CH:41][C:42]=1[CH:43]=[O:44])[C:37]([OH:39])=O)[CH3:33].[CH2:45]([C:47]1[CH:62]=[C:61]([C:63](=[NH:66])[NH:64]O)[CH:60]=[C:59]([CH3:67])[C:48]=1[O:49][CH2:50][C@@H:51]([OH:58])[CH2:52][NH:53][C:54](=[O:57])[CH2:55][OH:56])[CH3:46]>>[CH2:45]([C:47]1[CH:62]=[C:61]([C:63]2[N:66]=[C:37]([C:36]3[CH:40]=[CH:41][C:42]([CH:43]=[O:44])=[C:34]([CH2:32][CH3:33])[CH:35]=3)[O:39][N:64]=2)[CH:60]=[C:59]([CH3:67])[C:48]=1[O:49][CH2:50][C@@H:51]([OH:58])[CH2:52][NH:53][C:54](=[O:57])[CH2:55][OH:56])[CH3:46]. Procedure details: The title compound (183 mg) is prepared in analogy to rac-N-(3-{4-[5-(3-formyl-phenyl)-[1,2,4]oxadiazol-3-yl]-2,6-dimethyl-phenoxy}-2-hydroxy-propyl)-2-hydroxy-acetamide starting from 3-ethyl-4-formyl-benzoic acid (140 mg, 0.786 mmol) and N—((S)-3-[2-ethyl-4-(N-hydroxycarbamimidoyl)-6-methyl-phenoxy]-2-hydroxy-propyl)-2-hydroxy-acetamide (256 mg, 0.786 mmol). LC-MS**: tR=0.72 min; [M+1]+=468.25; 1H NMR (D6-DMSO): δ 1.23 (t, J=7.8 Hz, 3H), 1.28 (t, J=7.3 Hz, 3H), 2.36 (s, 3H), 2.70-2.78 (m, 3H), ...